From a dataset of the Open Reaction Database (ORD), a public repository of structured organic reaction records. describe an organic reaction: reactants, conditions, products, and yield Reactants: C(C)C=1C(N(CC1C)C(=O)NCC1CCOC2=CC(=C(C=C12)S(N)(=O)=O)OC)=O (4-((3-ethyl-4-methyl-2-oxo-3-pyrroline-1-carboxamido) methyl)-6-sulfamoyl-7-methoxychroman), C(C)N=C=S (ethyl isothiocyanate). Yields the product C(C)C=1C(N(CC1C)C(=O)NCC1CCOC2=CC(=C(C=C12)S(=O)(=O)NC(=S)NCC)OC)=O (4-((3-Ethyl-4-methyl-2-oxo-3-pyrroline-1-carboxamido)methyl)-6-(ethylaminothiocarbonylaminosulfonyl)-7-methoxychroman). RXN SMILES: [CH2:1]([C:3]1[C:4](=[O:29])[N:5]([C:9]([NH:11][CH2:12][CH:13]2[C:22]3[C:17](=[CH:18][C:19]([O:27][CH3:28])=[C:20]([S:23](=[O:26])(=[O:25])[NH2:24])[CH:21]=3)[O:16][CH2:15][CH2:14]2)=[O:10])[CH2:6][C:7]=1[CH3:8])[CH3:2].[CH2:30]([N:32]=[C:33]=[S:34])[CH3:31]>>[CH2:1]([C:3]1[C:4](=[O:29])[N:5]([C:9]([NH:11][CH2:12][CH:13]2[C:22]3[C:17](=[CH:18][C:19]([O:27][CH3:28])=[C:20]([S:23]([NH:24][C:33]([NH:32][CH2:30][CH3:31])=[S:34])(=[O:25])=[O:26])[CH:21]=3)[O:16][CH2:15][CH2:14]2)=[O:10])[CH2:6][C:7]=1[CH3:8])[CH3:2]. Reported procedure: 4-((3-Ethyl-4-methyl-2-oxo-3-pyrroline-1-carboxamido)methyl)-6-(ethylaminothiocarbonylaminosulfonyl)-7-methoxychroman ##STR48## 4-((3-Ethyl-4-methyl-2-oxo-3-pyrroline-1-carboxamido) methyl)-6-(ethylaminothio-carbonylaminosulfonyl)-7-methoxychroman is prepared analogously to Example 14 from 4-((3-ethyl-4-methyl-2-oxo-3-pyrroline-1-carboxamido) methyl)-6-sulfamoyl-7-methoxychroman and ethyl isothiocyanate. Melting point: 147° C. Starting materials: CC(C)(OC(COC1=CC=C(C=C1)CC(C(=O)OC)C)=O)C (4-[[2-(1,1-dimethylethoxy)-2-oxoethyl]oxy]-alpha-methyl-benzenepropanoic acid, methyl ester). Run in C(C)OCC (ethyl ether). Run at time 24 hour. The product is CC(C)(OC(COC1=CC=C(C=C1)CC(C(=O)OC)C)=O)C ((-)-4-[[2-(1,1-dimethylethoxy)-2-oxoethyl]oxy]-alpha-methyl-benzenepropanoic acid, methyl ester), CC(C)(OC(COC1=CC=C(C=C1)CC(C(=O)O)C)=O)C ((+)-4-[[2-(1,1-dimethylethoxy)-2-oxoethyl]oxy]-alpha-methyl-benzenepropanoic acid). Reaction SMILES: [CH3:1][C:2]([CH3:22])([O:4][C:5](=[O:21])[CH2:6][O:7][C:8]1[CH:13]=[CH:12][C:11]([CH2:14][CH:15]([CH3:20])[C:16]([O:18][CH3:19])=[O:17])=[CH:10][CH:9]=1)[CH3:3]>C(OCC)C>[CH3:22][C:2]([CH3:3])([O:4][C:5](=[O:21])[CH2:6][O:7][C:8]1[CH:9]=[CH:10][C:11]([CH2:14][CH:15]([CH3:20])[C:16]([O:18][CH3:19])=[O:17])=[CH:12][CH:13]=1)[CH3:1].[CH3:22][C:2]([CH3:3])([O:4][C:5](=[O:21])[CH2:6][O:7][C:8]1[CH:13]=[CH:12][C:11]([CH2:14][CH:15]([CH3:20])[C:16]([OH:18])=[O:17])=[CH:10][CH:9]=1)[CH3:1]. Procedure: Dissolve 4-[[2-(1,1-dimethylethoxy)-2-oxoethyl]oxy]-alpha-methyl-benzenepropanoic acid, methyl ester (15.0 g, 48.6 mmol) in ethyl ether (50 mL) and adsorb onto silica gel (45 g). Evaporate the solvent under a stream of nitrogen and add pH 7 phosphate buffer (1500 mL of a 0.1M solution) followed by lipase P-30 (15 g). Maintain a ph of 7 by the addition of 1M sodium hydroxide. Stir for 24 hours, filter through silica gel and rinse the filter cake with chloroform (500 mL). Separate the aqueous phas... The reactants are C(C)(C)(C)OC(=O)N[C@@H]1CN(C[C@@H](C1)C(F)(F)F)C(=O)OCC1=CC=CC=C1 (benzyl (3S,5R)-3-[(tert-butoxycarbonyl)amino]-5-(trifluoromethyl)piperidine-1-carboxylate), [H][H] (hydrogen). Reagents/catalysts: [Pd] (Pd on carbon). Solvent: CO (MeOH). Yields the product FC([C@@H]1C[C@@H](CNC1)NC(OC(C)(C)C)=O)(F)F (tert-Butyl [(3S,5R)-5-(trifluoromethyl)piperidin-3-yl]carbamate). The yield is 101.1%. Reaction SMILES: [C:1]([O:5][C:6]([NH:8][C@H:9]1[CH2:14][C@@H:13]([C:15]([F:18])([F:17])[F:16])[CH2:12][N:11](C(OCC2C=CC=CC=2)=O)[CH2:10]1)=[O:7])([CH3:4])([CH3:3])[CH3:2].[H][H]>CO.[Pd]>[F:18][C:15]([F:16])([F:17])[C@H:13]1[CH2:12][NH:11][CH2:10][C@@H:9]([NH:8][C:6](=[O:7])[O:5][C:1]([CH3:2])([CH3:3])[CH3:4])[CH2:14]1. Procedure details: A mixture of benzyl (3S,5R)-3-[(tert-butoxycarbonyl)amino]-5-(trifluoromethyl)piperidine-1-carboxylate (3.86 g, 9.59 mmol) in MeOH (50 mL) was hydrogenated in the presence of 10% Pd on carbon (0.30 g) under 25 psi of hydrogen for 2 h. The reaction mixture was filtered and the filtrate was concentrated under reduced pressure to give the sub-title compound (2.6 g, 100%). LCMS calc. for C11H20F3N2O2(M+H)+: m/z=269.1. found: 269.2. Starting materials: C1CCOC1, Cc1cnc(Cl)nc1N(C)CCCO, O=C(N=NC(=O)N1CCCCC1)N1CCCCC1, CCOC(=O)CC1CCc2cc(O)ccc21, c1ccc(P(c2ccccc2)c2ccccc2)cc1. Yields the product CCOC(=O)CC1CCc2cc(OCCCN(C)c3nc(Cl)ncc3C)ccc21. Reaction SMILES: [CH2:68]1[O:69][CH2:70][CH2:71][CH2:72]1.[Cl:1][c:2]1[n:3][cH:4][c:5]([CH3:14])[c:6]([N:8]([CH2:9][CH2:10][CH2:11][OH:12])[CH3:13])[n:7]1.[N:50]([C:51]([N:52]1[CH2:53][CH2:54][CH2:55][CH2:56][CH2:57]1)=[O:58])=[N:59][C:60]([N:61]1[CH2:62][CH2:63][CH2:64][CH2:65][CH2:66]1)=[O:67].[OH:15][c:16]1[cH:17][c:18]2[c:22]([cH:23][cH:24]1)[CH:21]([CH2:25][C:26](=[O:27])[O:28][CH2:29][CH3:30])[CH2:20][CH2:19]2.[c:31]1([P:32]([c:33]2[cH:34][cH:35][cH:36][cH:37][cH:38]2)[c:39]2[cH:40][cH:41][cH:42][cH:43][cH:44]2)[cH:45][cH:46][cH:47][cH:48][cH:49]1>>[Cl:1][c:2]1[n:3][cH:4][c:5]([CH3:14])[c:6]([N:8]([CH2:9][CH2:10][CH2:11][O:12][c:16]2[cH:17][c:18]3[c:22]([cH:23][cH:24]2)[CH:21]([CH2:25][C:26](=[O:27])[O:28][CH2:29][CH3:30])[CH2:20][CH2:19]3)[CH3:13])[n:7]1.